Dataset: the Open Reaction Database (ORD), a public repository of structured organic reaction records. Task: describe an organic reaction: reactants, conditions, products, and yield The reactants are ClC1=C(C(=O)O)C=CC(=C1)NC(=O)C1=CC(=C2CCN(C2=C1)S(=O)(=O)C1=CC(=CC=C1)Cl)OC (2-Chloro-4-{[1-(3-chloro-benzenesulfonyl)-4-methoxy-2,3-dihydro-1H-indole-6-carbonyl]-amino}-benzoic acid), ClC=1C=C(C=CC1)S(=O)(=O)Cl (3-chloro-benzenesulfonyl chloride). The product is COC(C1=C(C=C(C=C1)NC(=O)C1=CC(=C2CCN(C2=C1)S(=O)(=O)C1=CC(=CC=C1)Cl)OC)Cl)=O (2-chloro-4-{[1-(3-chloro-benzenesulfonyl)-4-methoxy-2,3-dihydro-1H-indole-6-carbonyl]-amino}-benzoic acid methyl ester). Reaction SMILES: [Cl:1][C:2]1[CH:10]=[C:9]([NH:11][C:12]([C:14]2[CH:22]=[C:21]3[C:17]([CH2:18][CH2:19][N:20]3[S:23]([C:26]3[CH:31]=[CH:30][CH:29]=[C:28]([Cl:32])[CH:27]=3)(=[O:25])=[O:24])=[C:16]([O:33][CH3:34])[CH:15]=2)=[O:13])[CH:8]=[CH:7][C:3]=1[C:4]([OH:6])=[O:5].Cl[C:36]1C=C(S(Cl)(=O)=O)C=CC=1>>[CH3:36][O:5][C:4](=[O:6])[C:3]1[CH:7]=[CH:8][C:9]([NH:11][C:12]([C:14]2[CH:22]=[C:21]3[C:17]([CH2:18][CH2:19][N:20]3[S:23]([C:26]3[CH:31]=[CH:30][CH:29]=[C:28]([Cl:32])[CH:27]=3)(=[O:25])=[O:24])=[C:16]([O:33][CH3:34])[CH:15]=2)=[O:13])=[CH:10][C:2]=1[Cl:1]. Reported procedure: 2-Chloro-4-{[1-(3-chloro-benzenesulfonyl)-4-methoxy-2,3-dihydro-1H-indole-6-carbonyl]-amino}-benzoic acid, m/z (ES+): 521.1 (M+H+.), was prepared in analogy to example 21, steps 1 to 6. Step 5 was performed using 3-chloro-benzenesulfonyl chloride, yielding 2-chloro-4-{[1-(3-chloro-benzenesulfonyl)-4-methoxy-2,3-dihydro-1H-indole-6-carbonyl]-amino}-benzoic acid methyl ester, which was hydrolyzed in step 6. The reactants are FC=1C(=C(C(=O)NOCCO)C=C(C1F)C=O)NC1=C(C=C(C=C1)I)F (3,4-difluoro-2-(2-fluoro-4-iodo-phenylamino)-5-formyl-N-(2-hydroxy-ethoxy)-benzamide), C(CO)O (ethylene glycol), O.C1(=CC=C(C=C1)S(=O)(=O)O)C (p-toluenesulfonic acid monohydrate), C(CO)O (ethylene glycol), C([O-])(O)=O.[Na+] (sodium bicarbonate). The solvent is C1CCOC1 (THF). Reaction conditions: time 14 hour. Yields the product O1C(OCC1)C=1C(=C(C(=C(C(=O)NOCCO)C1)NC1=C(C=C(C=C1)I)F)F)F (5-[1,3]dioxolan-2-yl-3,4-difluoro-2-(2-fluoro-4-iodo-phenylamino)-N-(2-hydroxy-ethoxy)-benzamide). RXN SMILES: [F:1][C:2]1[C:3]([NH:18][C:19]2[CH:24]=[CH:23][C:22]([I:25])=[CH:21][C:20]=2[F:26])=[C:4]([CH:12]=[C:13]([CH:16]=[O:17])[C:14]=1[F:15])[C:5]([NH:7][O:8][CH2:9][CH2:10][OH:11])=[O:6].[CH2:27](O)[CH2:28][OH:29].O.C1(C)C=CC(S(O)(=O)=O)=CC=1.C(=O)(O)[O-].[Na+]>C1COCC1>[O:17]1[CH2:27][CH2:28][O:29][CH:16]1[C:13]1[C:14]([F:15])=[C:2]([F:1])[C:3]([NH:18][C:19]2[CH:24]=[CH:23][C:22]([I:25])=[CH:21][C:20]=2[F:26])=[C:4]([CH:12]=1)[C:5]([NH:7][O:8][CH2:9][CH2:10][OH:11])=[O:6] |f:2.3,4.5|. Reported procedure: To a solution of 3,4-difluoro-2-(2-fluoro-4-iodo-phenylamino)-5-formyl-N-(2-hydroxy-ethoxy)-benzamide (15.99 g, 33.3 mmol) prepared in Step F in anhydrous THF (150 ml) were added ethylene glycol (70 ml) and p-toluenesulfonic acid monohydrate (316.6 mg, 1.66 mmol) at room temperature, and the mixture was stirred for 14 hours. Then ethylene glycol (100 ml) was added, and the reaction mixture was stirred for additional 8 hours. The reaction mixture was poured into saturated aqueous sodium bicarbona...